From a dataset of the Open Reaction Database (ORD), a public repository of structured organic reaction records. describe an organic reaction: reactants, conditions, products, and yield The reactants are C(C1=CC=CC=C1)NCCOCCOCCO (2-[2-(2-Benzylaminoethoxy)ethoxy]ethanol), BrCCC1=C2C(C(=O)NC2=O)=CC=C1 (2-bromoethylphthalimide), C([O-])([O-])=O.[K+].[K+] (Potassium carbonate). Run in C(C)#N (acetonitrile), C(C)#N (acetonitrile). Conditions: time 18 hour. Yields the product C(C1=CC=CC=C1)N(CCC12C(C(=O)NC1=O)C=CC=C2)CCOCCOCCO (2-[2-(Benzyl-{2-[2-(2-hydroxy-ethoxy)ethoxy]ethyl}amino)ethyl]-phthalimide). The yield is 50.7%. Reaction SMILES: [CH2:1]([NH:8][CH2:9][CH2:10][O:11][CH2:12][CH2:13][O:14][CH2:15][CH2:16][OH:17])[C:2]1[CH:7]=[CH:6][CH:5]=[CH:4][CH:3]=1.Br[CH2:19][CH2:20][C:21]1[CH:31]=[CH:30][CH:29]=[C:23]2C([NH:26][C:27](=[O:28])[C:22]=12)=O.[C:32](=[O:35])([O-])[O-].[K+].[K+]>C(#N)C>[CH2:1]([N:8]([CH2:9][CH2:10][O:11][CH2:12][CH2:13][O:14][CH2:15][CH2:16][OH:17])[CH2:19][CH2:20][C:21]12[CH:31]=[CH:30][CH:29]=[CH:23][CH:22]1[C:27]([NH:26][C:32]2=[O:35])=[O:28])[C:2]1[CH:7]=[CH:6][CH:5]=[CH:4][CH:3]=1 |f:2.3.4|. Procedure details: 2-[2-(2-Benzylaminoethoxy)ethoxy]ethanol 32 (4.786 g, 20 mmol) and 2-bromoethylphthalimide (5.59 mL, 22 mmol) were dissolved in absolute acetonitrile (100 mL). Potassium carbonate (6.91 g, 50 mmol) was added, and the suspension was heated at reflux with vigorous stirring under an argon atmosphere for 18 hours. The suspension was allowed to cool to room temperature, diluted with acetonitrile (100 mL) and filtered through a Celite™ pad. The acetonitrile was removed under reduced pressure and the r... Reactants: NC1=C(C(=O)C(C(=O)OC)C#N)C=C(C=C1)[N+](=O)[O-] (methyl 2-(2'-amino-5'-nitrobenzoyl)cyanoacetate), C[O-].[Na+] (sodium methoxide). The solvent is N1=CC=CC=C1 (pyridine). Product: C(#N)C=1C(=NC2=CC=C(C=C2C1O)[N+](=O)[O-])O (3-Cyano-2,4-dihydroxy-6-nitroquinoline). As a reaction SMILES: [NH2:1][C:2]1[CH:16]=[CH:15][C:14]([N+:17]([O-:19])=[O:18])=[CH:13][C:3]=1[C:4]([CH:6]([C:11]#[N:12])[C:7](OC)=[O:8])=[O:5].C[O-].[Na+]>N1C=CC=CC=1>[C:11]([C:6]1[C:7]([OH:8])=[N:1][C:2]2[C:3]([C:4]=1[OH:5])=[CH:13][C:14]([N+:17]([O-:19])=[O:18])=[CH:15][CH:16]=2)#[N:12] |f:1.2|. Procedure details: A 13.16 g portion of the methyl 2-(2'-amino-5'-nitrobenzoyl)cyanoacetate, produced as described in Example 4 (molecular weight 263) was cyclized by refluxing for 8 hours with 2.81 g sodium methoxide (molecular weight 54) in 60 ml pyridine. After cyclization the pyridine was distilled and the batch was worked up as described above in Example 3. That part of the reaction product which was water insoluble before the acidification was not the desired quinoline derivative and was discarded. The preci... Reactants: C(C)C1=C(C=CC=C1)NN=C(C(=O)Cl)C(=O)Cl (((2-ethylphenyl)hydrazonO)-malonyl dichloride), [OH-].[Na+] (sodium hydroxide), solution, [OH-].[Na+] (sodium hydroxide). Reagents/catalysts: [Ti](Cl)(Cl)(Cl)Cl (titanium tetrachloride). The solvent is ClC1=CC=CC=C1 (chlorobenzene), O (water). The product is CC=1C=CC=C2C(=C(N=NC12)C(=O)O)O (8-methyl-4-hydroxy-cinnoline-3-carboxylic acid). RXN SMILES: [CH2:1]([C:3]1[CH:8]=[CH:7][CH:6]=[CH:5][C:4]=1[NH:9][N:10]=[C:11]([C:15](Cl)=[O:16])[C:12](Cl)=[O:13])C.[OH-:18].[Na+]>ClC1C=CC=CC=1.O.[Ti](Cl)(Cl)(Cl)Cl>[CH3:1][C:3]1[CH:8]=[CH:7][CH:6]=[C:5]2[C:4]=1[N:9]=[N:10][C:11]([C:12]([OH:13])=[O:18])=[C:15]2[OH:16] |f:1.2|. Reported procedure: 16.4 g of titanium tetrachloride was added to a stirred solution of 22.5 g of 53C in 160 ml of chlorobenzene, under nitrogen, at 20° C. The mixture was heated at 90°-100° C. for 5 hours and let stand over a weekend at room temperature. Then 20 ml of a solution of 26.4 g of sodium hydroxide in 330 ml of water was added, drop-by-drop, and the mixture was stirred well and stripped of solvent to form a mush. The remainder of the sodium hydroxide solution was added, and the mixture was stirred and fi... Starting materials: ClC=1N(C=C(N1)[N+](=O)[O-])CCC1OC1 (2-chloro-4-nitro-1-[2-(2-oxiranyl)ethyl]-1H-imidazole), BrC1=CC=C(C=N1)O (6-bromo-3-pyridinol), C(=O)([O-])[O-].[K+].[K+] (K2CO3). The solvent is CC(CC)=O (2-butanone), O (water). Reaction conditions: temperature 83.5 celsius, time 28 hour. Yields the product BrC1=CC=C(C=N1)OCC(CCN1C(=NC(=C1)[N+](=O)[O-])Cl)O (1-[(6-bromo-3-pyridinyl)oxy]-4-(2-chloro-4-nitro-1H-imidazol-1-yl)-2-butanol). Yield: 36.9%. As a reaction SMILES: [Cl:1][C:2]1[N:3]([CH2:10][CH2:11][CH:12]2[CH2:14][O:13]2)[CH:4]=[C:5]([N+:7]([O-:9])=[O:8])[N:6]=1.[Br:15][C:16]1[N:21]=[CH:20][C:19]([OH:22])=[CH:18][CH:17]=1.C([O-])([O-])=O.[K+].[K+]>CC(=O)CC.O>[Br:15][C:16]1[N:21]=[CH:20][C:19]([O:22][CH2:14][CH:12]([OH:13])[CH2:11][CH2:10][N:3]2[CH:4]=[C:5]([N+:7]([O-:9])=[O:8])[N:6]=[C:2]2[Cl:1])=[CH:18][CH:17]=1 |f:2.3.4|. Procedure: A mixture of epoxide 129 (see Example 2AA) (1.004 g, 4.61 mmol), 6-bromo-3-pyridinol (4.015 g, 23.1 mmol) and powdered K2CO3 (3.319 g, 24.0 mmol) in anhydrous 2-butanone (10 mL) under N2 was stirred at 82-85° C. for 28 h. The resulting cooled mixture was diluted with water (100 mL) and extracted with 25% EtOAc/CH2Cl2 (3×100 mL). The extracts were evaporated to dryness and the residue was chromatographed on silica gel. Elution with 0-40% EtOAc/petroleum ether firstly gave foreruns, and then furth... The reactants are N1(CCOCC1)CCNC(=O)C=1NC(=C(C1)C)C=C1C(NC=2N=CN=C(C21)Cl)=O (5-(4-chloro-6-oxo-6,7-dihydro-pyrrolo[2,3-d]pyrimidin-5-ylidenemethyl)-4-methyl-1H-pyrrole-2-carboxylic acid (2-morpholin-4-yl-ethyl)-amide), CN1CCNCC1 (1-methylpiperazine). The product is N1(CCOCC1)CCNC(=O)C=1NC(=C(C1)C)C=C1C(NC=2N=CN=C(C21)N2CCN(CC2)C)=O (4-Methyl-5-[4-(4-methyl-piperazin-1-yl)-6-oxo-6,7-dihydro-pyrrolo[2,3-D]pyrimidin-5-ylidenemethyl]-1H-pyrrole-2-carboxylic Acid (2-Morpholin-4-yl-ehtyl)-amide). Isolated yield 47.0%. RXN SMILES: [N:1]1([CH2:7][CH2:8][NH:9][C:10]([C:12]2[NH:13][C:14]([CH:18]=[C:19]3[C:27]4[C:26](Cl)=[N:25][CH:24]=[N:23][C:22]=4[NH:21][C:20]3=[O:29])=[C:15]([CH3:17])[CH:16]=2)=[O:11])[CH2:6][CH2:5][O:4][CH2:3][CH2:2]1.[CH3:30][N:31]1[CH2:36][CH2:35][NH:34][CH2:33][CH2:32]1>>[N:1]1([CH2:7][CH2:8][NH:9][C:10]([C:12]2[NH:13][C:14]([CH:18]=[C:19]3[C:27]4[C:26]([N:34]5[CH2:35][CH2:36][N:31]([CH3:30])[CH2:32][CH2:33]5)=[N:25][CH:24]=[N:23][C:22]=4[NH:21][C:20]3=[O:29])=[C:15]([CH3:17])[CH:16]=2)=[O:11])[CH2:6][CH2:5][O:4][CH2:3][CH2:2]1. Procedure details: The title compound (47% yield) was prepared from 5-(4-chloro-6-oxo-6,7-dihydro-pyrrolo[2,3-d]pyrimidin-5-ylidenemethyl)-4-methyl-1H-pyrrole-2-carboxylic acid (2-morpholin-4-yl-ethyl)-amide and 1-methylpiperazine according to the procedure described for Example 14. 1H NMR (300 MHz, DMSO-d6) δ 13.37 (br s, 1H, NH), 11.83 (br s, 1H, NH), 10.56 (v br s, 1H), 8.45 (v br s, 1H), 8.38 (s, 1H, H-vinyl), 7.09 (s, 1H), 6.87 (s, 1H), 3.4-3.6 (m, 10H, 5×CH2), 2.85 (m, 4H, 2×CH2), 2.4-2.6 (m, 6H, 3×CH2), 2.4... Reactants: C(C)C1C(CC(C(C(OC(C2CCCCN2C(C(C2(C(CC(C(C(CC(CC(=C1)C)C)OC)O2)OC)C)O)=O)=O)=O)C(=CC2CC(C(CC2)O)O)C)C)O)=O (17-ethyl-1,14-dihydroxy-12-[2'-(3",4"-dihydroxycyclohexyl)-1'-methylvinyl]-23,25-dimethoxy-13,19,21,27-tetramethyl-11,28-dioxa-4-azatricyclo[22.3.1.04,9 ]octacos-18-ene-2,3,10,16-tetraone), C(C)(C)N(CC)C(C)C (diisopropylethyl amine), N,N-dimethylaminopyridine, [N+](=O)([O-])C1=C(C=CC=C1)S(=O)(=O)Cl (o-nitrobenzenesulfonyl chloride). Run in C(Cl)Cl (methylene chloride). Run at time 3 hour. Product: C(C)C1C(CC(C(C(OC(C2CCCCN2C(C(C2(C(CC(C(C(CC(CC(=C1)C)C)OC)O2)OC)C)O)=O)=O)=O)C(=CC2CC(C(CC2)O)S(=O)(=O)C2=C(C=CC=C2)[N+](=O)[O-])C)C)O)=O (17-Ethyl-1,14-dihydroxy-12-{2'-[4"-hydroxy-3"-(o-nitrobenzenesulfonyl)cyclohexyl]-1'-methylvinyl}-23,25-dimethoxy-13,19,21,27-tetramethyl-11,28-dioxa-4-azatricyclo[22.3.1.04,9 ]octacos-18-ene-2,3,10,16-tetraone). As a reaction SMILES: [CH2:1]([CH:3]1[CH:29]=[C:28]([CH3:30])[CH2:27][CH:26]([CH3:31])[CH2:25][CH:24]([O:32][CH3:33])[CH:23]2[O:34][C:19]([OH:38])([CH:20]([CH3:37])[CH2:21][CH:22]2[O:35][CH3:36])[C:18](=[O:39])[C:17](=[O:40])[N:16]2[CH:11]([CH2:12][CH2:13][CH2:14][CH2:15]2)[C:10](=[O:41])[O:9][CH:8]([C:42]([CH3:52])=[CH:43][CH:44]2[CH2:49][CH2:48][CH:47]([OH:50])[CH:46](O)[CH2:45]2)[CH:7]([CH3:53])[CH:6]([OH:54])[CH2:5][C:4]1=[O:55])[CH3:2].C(N(C(C)C)CC)(C)C.[N+:65]([C:68]1[CH:73]=[CH:72][CH:71]=[CH:70][C:69]=1[S:74](Cl)(=[O:76])=[O:75])([O-:67])=[O:66]>C(Cl)Cl>[CH2:1]([CH:3]1[CH:29]=[C:28]([CH3:30])[CH2:27][CH:26]([CH3:31])[CH2:25][CH:24]([O:32][CH3:33])[CH:23]2[O:34][C:19]([OH:38])([CH:20]([CH3:37])[CH2:21][CH:22]2[O:35][CH3:36])[C:18](=[O:39])[C:17](=[O:40])[N:16]2[CH:11]([CH2:12][CH2:13][CH2:14][CH2:15]2)[C:10](=[O:41])[O:9][CH:8]([C:42]([CH3:52])=[CH:43][CH:44]2[CH2:49][CH2:48][CH:47]([OH:50])[CH:46]([S:74]([C:69]3[CH:70]=[CH:71][CH:72]=[CH:73][C:68]=3[N+:65]([O-:67])=[O:66])(=[O:75])=[O:76])[CH2:45]2)[CH:7]([CH3:53])[CH:6]([OH:54])[CH2:5][C:4]1=[O:55])[CH3:2]. Procedure details: To a cooled solution (0° C.) of 17-ethyl-1,14-dihydroxy-12-[2'-(3",4"-dihydroxycyclohexyl)-1'-methylvinyl]-23,25-dimethoxy-13,19,21,27-tetramethyl-11,28-dioxa-4-azatricyclo[22.3.1.04,9 ]octacos-18-ene-2,3,10,16-tetraone (787mg) in dry methylene chloride (15 ml) is added diisopropylethyl amine (492.4 mg) followed by o-nitrobenzenesulfonyl chloride (281 mg) and a catalytic amount of N,N-dimethylaminopyridine. The yellow solution is stirred at room temperature under a nitrogen atmosphere for 3 hr.,...